Task: describe an organic reaction: reactants, conditions, products, and yield. Dataset: the Open Reaction Database (ORD), a public repository of structured organic reaction records Reaction SMILES: [CH2:1]1[C:13]2[NH:12][C:11]3[C:6](=[CH:7][CH:8]=[CH:9][CH:10]=3)[C:5]=2[CH2:4][CH:3]([C:14]([OH:16])=[O:15])[NH:2]1.[OH-].[Na+].[Cl-].[C:20]1([N+]#N)[CH:25]=[CH:24][CH:23]=[CH:22][CH:21]=1.NC1C=CC=CC=1.N([O-])=O.[Na+].Cl.[C:40](=[S:42])=[S:41]>CS(C)=O.O>[C:20]1([S:42][C:40]([N:2]2[CH:3]([C:14]([OH:16])=[O:15])[CH2:4][C:5]3[C:6]4[C:11](=[CH:10][CH:9]=[CH:8][CH:7]=4)[NH:12][C:13]=3[CH2:1]2)=[S:41])[CH:25]=[CH:24][CH:23]=[CH:22][CH:21]=1 |f:1.2,3.4,6.7|. Procedure: (3RS)-1,2,3,4-Tetrahydro-β-carboline-3-carboxylic acid (3.24 g) is dissolved in dimethylsulfoxide (9 ml) and thereto is added 10N NaOH (33 ml) and further added carbon disulfide (0.91 ml) at room temperature. The mixture is stirred at room temperature for one hour, and to the mixture is added benzenediazonium chloride which is prepared from aniline (1.49 g), NaNO2 (1.15 g), conc. HCl (4.8 ml) and water (18.5 ml), and the mixture is stirred at 10° C. for one hour. The reaction mixture is treated ... Reaction conditions: time 1 hour. The solvent is O (water), CS(=O)C (dimethylsulfoxide). The product is C1(=CC=CC=C1)SC(=S)N1CC=2NC3=CC=CC=C3C2CC1C(=O)O ((3RS)-2-[(Phenylthio)thiocarbonyl]-1,2,3,4-tetrahydro-β-carboline-3-carboxylic acid). Reactants: NC1=CC=CC=C1 (aniline), N(=O)[O-].[Na+] (NaNO2), Cl (HCl), C(=S)=S (carbon disulfide), [OH-].[Na+] (NaOH), [Cl-].C1(=CC=CC=C1)[N+]#N (benzenediazonium chloride), C1NC(CC=2C3=CC=CC=C3NC12)C(=O)O ((3RS)-1,2,3,4-Tetrahydro-β-carboline-3-carboxylic acid).